Dataset: the Open Reaction Database (ORD), a public repository of structured organic reaction records. Task: describe an organic reaction: reactants, conditions, products, and yield The product is CCOC(=O)C=CC(Cc1ccc(-c2ccccc2)cc1)NCP(=O)(OC)OC. Starting materials: O=C([O-])O, CCOC(=O)C=CC(Cc1ccc(-c2ccccc2)cc1)NC(=O)OC(C)(C)C, ClCCl, CCN(C(C)C)C(C)C, COP(=O)(COS(=O)(=O)C(F)(F)F)OC, [Na+], O, O=C(O)C(F)(F)F. Reaction SMILES: [C:37](=[O:38])([OH:39])[O-:40].[CH2:1]([CH3:2])[O:3][C:4]([CH:5]=[CH:6][CH:7]([CH2:8][c:9]1[cH:10][cH:11][c:12](-[c:15]2[cH:16][cH:17][cH:18][cH:19][cH:20]2)[cH:13][cH:14]1)[NH:21][C:22]([O:23][C:24]([CH3:25])([CH3:26])[CH3:27])=[O:28])=[O:29].[CH2:66]([Cl:67])[Cl:68].[CH:42]([N:43]([CH2:44][CH3:45])[CH:46]([CH3:47])[CH3:48])([CH3:49])[CH3:50].[F:51][C:52]([S:53]([O:54][CH2:59][P:60](=[O:61])([O:62][CH3:63])[O:64][CH3:65])(=[O:55])=[O:56])([F:57])[F:58].[Na+:41].[OH2:69].[OH:30][C:31]([C:32]([F:33])([F:34])[F:35])=[O:36]>>[CH2:1]([CH3:2])[O:3][C:4]([CH:5]=[CH:6][CH:7]([CH2:8][c:9]1[cH:10][cH:11][c:12](-[c:15]2[cH:16][cH:17][cH:18][cH:19][cH:20]2)[cH:13][cH:14]1)[NH:21][CH2:59][P:60](=[O:61])([O:62][CH3:63])[O:64][CH3:65])=[O:29]. The reactants are COC1=NC(=CC(=N1)O)O (2-methoxy-4,6-dihydroxy-pyrimidine), S(=O)(=O)(OCC)OCC (diethyl sulphate). The solvent is [OH-].[Na+] (sodium hydroxide), [OH-].[Na+] (sodium hydroxide), [OH-].[Na+] (sodium hydroxide). Product: COC1=NC(=CC(=N1)OCC)O (2-Methoxy-4-ethoxy-6-hydroxypyrimidine). RXN SMILES: [CH3:1][O:2][C:3]1[N:8]=[C:7]([OH:9])[CH:6]=[C:5]([OH:10])[N:4]=1.S(OCC)(O[CH2:15][CH3:16])(=O)=O>[OH-].[Na+]>[CH3:1][O:2][C:3]1[N:8]=[C:7]([O:9][CH2:15][CH3:16])[CH:6]=[C:5]([OH:10])[N:4]=1 |f:2.3|. Procedure details: 14.2 g (0.1 mol) of 2-methoxy-4,6-dihydroxy-pyrimidine are added while stirring to 50 cc of sodium hydroxide solution 2N and the mixture is stirred for half an hour with heating to 50°. 17.0 g (0.11 mol) of diethyl sulphate are subsequently added dropwise over the course of 20 minutes and with stirring; by adding sodium hydroxide solution 2N the pH value should, if possible, be kept at between 8 and 8.2. The mixture is then stirred at 50°, sodium hydroxide solution 2N is added from time to time ... Starting materials: FC=1C(=C(N)C=CC1)OC (3-fluoro-2-methoxyaniline), Br.BrC(C)C=1C=C(C=C2C(C=C(OC12)N1CCOCC1)=O)C(=O)N(C)C (8-(1-bromoethyl)-N,N-dimethyl-2-morpholino-4-oxo-4H-chromene-6-carboxamide hydrobromide). The product is FC=1C(=C(C=CC1)NC(C)C=1C=C(C=C2C(C=C(OC12)N1CCOCC1)=O)C(=O)N(C)C)OC (8-(1-(3-fluoro-2-methoxyphenylamino)ethyl)-N,N-dimethyl-2-morpholino-4-oxo-4H-chromene-6-carboxamide). Yield: 60.7%. As a reaction SMILES: [F:1][C:2]1[C:3]([O:9][CH3:10])=[C:4]([CH:6]=[CH:7][CH:8]=1)[NH2:5].Br.Br[CH:13]([C:15]1[CH:16]=[C:17]([C:32]([N:34]([CH3:36])[CH3:35])=[O:33])[CH:18]=[C:19]2[C:24]=1[O:23][C:22]([N:25]1[CH2:30][CH2:29][O:28][CH2:27][CH2:26]1)=[CH:21][C:20]2=[O:31])[CH3:14]>>[F:1][C:2]1[C:3]([O:9][CH3:10])=[C:4]([NH:5][CH:13]([C:15]2[CH:16]=[C:17]([C:32]([N:34]([CH3:36])[CH3:35])=[O:33])[CH:18]=[C:19]3[C:24]=2[O:23][C:22]([N:25]2[CH2:30][CH2:29][O:28][CH2:27][CH2:26]2)=[CH:21][C:20]3=[O:31])[CH3:14])[CH:6]=[CH:7][CH:8]=1 |f:1.2|. Procedure: 3-fluoro-2-methoxyaniline (115 mg, 0.82 mmol) was reacted with 8-(1-bromoethyl)-N,N-dimethyl-2-morpholino-4-oxo-4H-chromene-6-carboxamide hydrobromide (100 mg, 0.20 mmol) using an analogous procedure to the one described in Example 3.03 to give 8-(1-(3-fluoro-2-methoxyphenylamino)ethyl)-N,N-dimethyl-2-morpholino-4-oxo-4H-chromene-6-carboxamide (57 mg, 60%) as a white solid. Mass Spectrum: M+H+ 470. NMR Spectrum (DMSOd6): 1.59 (d, 3H), 2.70 (bs, 3H), 2.93 (bs, 3H), 3.50-3.63 (m, 4H), 3.71-3.79 (m... The reactants are CN(C1(CCC(CC1)CC(=O)NCCCC1=CC=CC=C1)C1=CC=C(C=C1)F)C (2-[4-dimethylamino-4-(4-fluorophenyl)cyclohexyl]-N-(3-phenylpropyl)acetamide), Cl (hydrochloric acid), CCOCC (ether). Solvent: CC(=O)CC (ethyl methyl ketone), C(C)O (ethanol). Reaction conditions: time 1.5 hour. Product: Cl.CN(C1(CCC(CC1)CC(=O)NCCCC1=CC=CC=C1)C1=CC=C(C=C1)F)C (2-[4-Dimethylamino-4-(4-fluorophenyl)cyclohexyl]-N-(3-phenylpropyl)acetamide hydrochloride). RXN SMILES: [CH3:1][N:2]([CH3:29])[C:3]1([C:22]2[CH:27]=[CH:26][C:25]([F:28])=[CH:24][CH:23]=2)[CH2:8][CH2:7][CH:6]([CH2:9][C:10]([NH:12][CH2:13][CH2:14][CH2:15][C:16]2[CH:21]=[CH:20][CH:19]=[CH:18][CH:17]=2)=[O:11])[CH2:5][CH2:4]1.[ClH:30].CCOCC>CC(CC)=O.C(O)C>[ClH:30].[CH3:29][N:2]([CH3:1])[C:3]1([C:22]2[CH:27]=[CH:26][C:25]([F:28])=[CH:24][CH:23]=2)[CH2:8][CH2:7][CH:6]([CH2:9][C:10]([NH:12][CH2:13][CH2:14][CH2:15][C:16]2[CH:17]=[CH:18][CH:19]=[CH:20][CH:21]=2)=[O:11])[CH2:5][CH2:4]1 |f:5.6|. Reported procedure: The more polar diastereoisomer of 2-[4-dimethylamino-4-(4-fluorophenyl)cyclohexyl]-N-(3-phenylpropyl)acetamide (295 mg, 0.74 mmol) was dissolved in a mixture of ethyl methyl ketone (10 ml) and ethanol (10 ml), 5 M propanolic hydrochloric acid (0.22 ml, 1.1 mmol) was added and the mixture was stirred at RT for 1.5 h. After addition of ether (50 ml), the mixture was stirred for 2 h and the hydrochloride which had precipitated out was separated off. The product was obtained in a yield of 67% (213 m... Reactants: NC=1C=C(C=CC1)C=1C=C2C(=NC=NC2=CC1)N (6-(3-aminophenyl)quinazolin-4-amine), N(=C=O)C1CCCC1 (isocyanatocyclopentane). The solvent is CN(C=O)C (dimethylformamide). Run at time 8 hour. Product: NC1=NC=NC2=CC=C(C=C12)C=1C=C(C=CC1)NC(=O)NC1CCCC1 (1-(3-(4-aminoquinazolin-6-yl)phenyl)-3-cyclopentylurea). Yield: 36.5%. RXN SMILES: [NH2:1][C:2]1[CH:3]=[C:4]([C:8]2[CH:9]=[C:10]3[C:15](=[CH:16][CH:17]=2)[N:14]=[CH:13][N:12]=[C:11]3[NH2:18])[CH:5]=[CH:6][CH:7]=1.[N:19]([CH:22]1[CH2:26][CH2:25][CH2:24][CH2:23]1)=[C:20]=[O:21]>CN(C)C=O>[NH2:18][C:11]1[C:10]2[C:15](=[CH:16][CH:17]=[C:8]([C:4]3[CH:3]=[C:2]([NH:1][C:20]([NH:19][CH:22]4[CH2:26][CH2:25][CH2:24][CH2:23]4)=[O:21])[CH:7]=[CH:6][CH:5]=3)[CH:9]=2)[N:14]=[CH:13][N:12]=1. Procedure details: To a 4 mL screw-cap vial was added 6-(3-aminophenyl)quinazolin-4-amine (35 mg; 0.15 mmol) followed by dimethylformamide (0.5 mL) and isocyanatocyclopentane (1.1 equiv., 0.16 mmol, 18 mg). The reaction was stirred at room temperature overnight. The following morning the crude reaction mix was directly purified by reverse phase HPLC, yielding 19 mg of desired product. 1H NMR (400 MHz, DMSO) δ 8.51-8.45 (d, J=1.8 Hz, 1H), 8.45-8.40 (s, 1H), 8.40-8.37 (s, 1H), 8.03-7.95 (dd, J=8.7, 1.9 Hz, 1H), 7.95... Starting materials: O (H2O), [N+](=O)([O-])C=1C=C(C=CC1)O (3-nitrophenol), C([O-])([O-])=O.[K+].[K+] (potassium carbonate), ClC[C@H]1OC(OC1)(C)C ((S)-4-(chloromethyl)-2,2-dimethyl-1,3-dioxolane). Solvent: CCCCC (pentane), CN(C)C=O (DMF). Reaction conditions: temperature 160 celsius. Yields the product CC1(OC[C@H](O1)COC1=CC(=CC=C1)[N+](=O)[O-])C ((R)-2,2-dimethyl-4-((3-nitrophenoxy)methyl)-1,3-dioxolane). Isolated yield 52.1%. As a reaction SMILES: [N+:1]([C:4]1[CH:5]=[C:6]([OH:10])[CH:7]=[CH:8][CH:9]=1)([O-:3])=[O:2].C(=O)([O-])[O-].[K+].[K+].Cl[CH2:18][C@@H:19]1[CH2:23][O:22][C:21]([CH3:25])([CH3:24])[O:20]1.O>CN(C=O)C.CCCCC>[CH3:24][C:21]1([CH3:25])[O:20][C@H:19]([CH2:18][O:10][C:6]2[CH:7]=[CH:8][CH:9]=[C:4]([N+:1]([O-:3])=[O:2])[CH:5]=2)[CH2:23][O:22]1 |f:1.2.3|. Procedure details: A mixture of 3-nitrophenol 102 (2.00 g, 14.4 mmol), potassium carbonate (4.96 g, 35.9 mmol) and (S)-4-(chloromethyl)-2,2-dimethyl-1,3-dioxolane 103 (2.55 mL, 18.7 mmol) in DMF (20 mL) was heated in a microwave reactor at 160° C. for 4 h. The crude reaction mixture was poured into H2O and extracted with dichloromethane (3×15 mL). The combined organic layers were dried (Na2SO4) and concentrated under reduced pressure. The crude residue was purified by chromatography using ethyl acetate: pentane to... The reactants are CCN(C(C)C)C(C)C, CC(C)O, Nc1ncc(Cl)c(Cl)c1[N+](=O)[O-], c1cc(CN2CCNCC2)ccn1. The product is Nc1ncc(Cl)c(N2CCN(Cc3ccncc3)CC2)c1[N+](=O)[O-]. As a reaction SMILES: [CH:26]([N:27]([CH:28]([CH3:29])[CH3:30])[CH2:31][CH3:32])([CH3:33])[CH3:34].[CH:35]([OH:36])([CH3:37])[CH3:38].[NH2:1][c:2]1[n:3][cH:4][c:5]([Cl:12])[c:6]([Cl:11])[c:7]1[N+:8](=[O:9])[O-:10].[n:13]1[cH:14][cH:15][c:16]([CH2:19][N:20]2[CH2:21][CH2:22][NH:23][CH2:24][CH2:25]2)[cH:17][cH:18]1>>[NH2:1][c:2]1[n:3][cH:4][c:5]([Cl:12])[c:6]([N:23]2[CH2:22][CH2:21][N:20]([CH2:19][c:16]3[cH:15][cH:14][n:13][cH:18][cH:17]3)[CH2:25][CH2:24]2)[c:7]1[N+:8](=[O:9])[O-:10]. Isolated yield 88.8%. Run in CN(C=O)C (N,N-dimethylformamide). Reported procedure: A mixture of 4-amino-6-(2-methylpropionamido)quinazoline (6.2 g) and dimethyl methoxymethylenepropanedioate (7.01 g) in N,N-dimethylformamide (25 ml) was stirred at 100° C. for 1.5 hours and cooled to room temperature. Water was added to the reaction mixture. The resulting solid was separated by filtration, washed with water and dried to give dimethyl [[6-(2-methylpropionamido)-4-quinazolinylamino]methylene]propanedioate (8.9 g). Recrystallization from ethyl acetate gave pure crystals melting at... Yields the product CC(C(=O)NC=1C=C2C(=NC=NC2=CC1)NC=C(C(=O)OC)C(=O)OC)C (dimethyl [[6-(2-methylpropionamido)-4-quinazolinylamino]methylene]propanedioate). The reactants are NC1=NC=NC2=CC=C(C=C12)NC(C(C)C)=O (4-amino-6-(2-methylpropionamido)quinazoline), COC=C(C(=O)OC)C(=O)OC (dimethyl methoxymethylenepropanedioate), O (Water). Run at temperature 100 celsius, time 1.5 hour. Reaction SMILES: [NH2:1][C:2]1[C:11]2[C:6](=[CH:7][CH:8]=[C:9]([NH:12][C:13](=[O:17])[CH:14]([CH3:16])[CH3:15])[CH:10]=2)[N:5]=[CH:4][N:3]=1.CO[CH:20]=[C:21]([C:26]([O:28][CH3:29])=[O:27])[C:22]([O:24][CH3:25])=[O:23].O>CN(C)C=O>[CH3:16][CH:14]([CH3:15])[C:13]([NH:12][C:9]1[CH:10]=[C:11]2[C:6](=[CH:7][CH:8]=1)[N:5]=[CH:4][N:3]=[C:2]2[NH:1][CH:20]=[C:21]([C:26]([O:28][CH3:29])=[O:27])[C:22]([O:24][CH3:25])=[O:23])=[O:17]. Starting materials: FC1=C(C(=O)C2CCN(CC2)C)C=CC=C1 (4-(2-fluorobenzoyl)-1-methylpiperidine), O.NN (hydrazine hydrate). Solvent: O (water). Product: CN1CCC(CC1)C1=NNC2=CC=CC=C12 (3-(1-Methyl-4-piperidinyl)-1H-indazole). Yield: 23.7%. As a reaction SMILES: F[C:2]1[CH:16]=[CH:15][CH:14]=[CH:13][C:3]=1[C:4]([CH:6]1[CH2:11][CH2:10][N:9]([CH3:12])[CH2:8][CH2:7]1)=O.O.[NH2:18][NH2:19]>O>[CH3:12][N:9]1[CH2:10][CH2:11][CH:6]([C:4]2[C:3]3[C:2](=[CH:16][CH:15]=[CH:14][CH:13]=3)[NH:19][N:18]=2)[CH2:7][CH2:8]1 |f:1.2|. Procedure details: An autoclave was charged with 10.0 g of 4-(2-fluorobenzoyl)-1-methylpiperidine and 14 ml of hydrazine hydrate. The reaction was heated at 150° for 20 hrs, cooled, and poured into water. The resultant solid was collected. The solid was recrystallized twice from toluene to yield 2.4 g (23.7%) of product, mp 168°-170° C.